From a dataset of the Open Reaction Database (ORD), a public repository of structured organic reaction records. describe an organic reaction: reactants, conditions, products, and yield Starting materials: COC=1C=C(C(/C=C/C2=NC=3N(C(N(C(C3N2C)=O)CCC)=O)CCC)=CC1OC)S(=O)(=O)O ((E)-4,5-Dimethoxy-β-(7-methyl-1,3-dipropylxanthin-8-yl)styrene-2-sulfonic acid), C(O)CN (ethanolamine). The product is OCCNS(=O)(=O)C=1C(/C=C/C2=NC=3N(C(N(C(C3N2C)=O)CCC)=O)CCC)=CC(=C(C1)OC)OC ((E)-N-(2-Hydroxyethyl)-4,5-dimethoxy-β-(7-methyl-1,3-dipropylxanthin-8-yl)styrene-2-sulfonamide). Isolated yield 57.2%. RXN SMILES: [CH3:1][O:2][C:3]1[CH:4]=[C:5]([S:31](O)(=[O:33])=[O:32])[C:6](=[CH:27][C:28]=1[O:29][CH3:30])/[CH:7]=[CH:8]/[C:9]1[N:17]([CH3:18])[C:16]2[C:15](=[O:19])[N:14]([CH2:20][CH2:21][CH3:22])[C:13](=[O:23])[N:12]([CH2:24][CH2:25][CH3:26])[C:11]=2[N:10]=1.[CH2:35]([CH2:37][NH2:38])[OH:36]>>[OH:36][CH2:35][CH2:37][NH:38][S:31]([C:5]1[C:6](=[CH:27][C:28]([O:29][CH3:30])=[C:3]([O:2][CH3:1])[CH:4]=1)/[CH:7]=[CH:8]/[C:9]1[N:17]([CH3:18])[C:16]2[C:15](=[O:19])[N:14]([CH2:20][CH2:21][CH3:22])[C:13](=[O:23])[N:12]([CH2:24][CH2:25][CH3:26])[C:11]=2[N:10]=1)(=[O:33])=[O:32]. Procedure: Substantially the same procedure as in Example 2 was repeated using 1.00 g (1.96 mmol) of Compound 1 obtained in Example 1 and 1.2 ml (20.3 mmol) of ethanolamine. The resulting crude crystals were recrystallized from toluene to give 600 mg (yield 55%) of Compound 14 as yellow plates. Starting materials: CCBr, Cc1c(Br)cc(CO)cc1Br, C1CCOC1, [H-], [Na+]. Product: CCOCc1cc(Br)c(C)c(Br)c1. RXN SMILES: [Br:14][CH2:15][CH3:16].[Br:1][c:2]1[cH:3][c:4]([CH2:10][OH:11])[cH:5][c:6]([Br:9])[c:7]1[CH3:8].[CH2:17]1[O:18][CH2:19][CH2:20][CH2:21]1.[H-:13].[Na+:12]>>[Br:1][c:2]1[cH:3][c:4]([CH2:10][O:11][CH2:15][CH3:16])[cH:5][c:6]([Br:9])[c:7]1[CH3:8]. The product is CCn1nnnc1-c1cc(C(=O)O)cc(-c2ccc(C)cc2)c1. Starting materials: C1CCOC1, CCn1nnnc1-c1cc(C(=O)OC)cc(-c2ccc(C)cc2)c1, O. As a reaction SMILES: [CH2:26]1[O:27][CH2:28][CH2:29][CH2:30]1.[CH3:1][O:2][C:3](=[O:4])[c:5]1[cH:6][c:7](-[c:18]2[cH:19][cH:20][c:21]([CH3:24])[cH:22][cH:23]2)[cH:8][c:9](-[c:11]2[n:12][n:13][n:14][n:15]2[CH2:16][CH3:17])[cH:10]1.[OH2:25]>>[O:2]=[C:3]([OH:4])[c:5]1[cH:6][c:7](-[c:18]2[cH:19][cH:20][c:21]([CH3:24])[cH:22][cH:23]2)[cH:8][c:9](-[c:11]2[n:12][n:13][n:14][n:15]2[CH2:16][CH3:17])[cH:10]1.